This data is from the Open Reaction Database (ORD), a public repository of structured organic reaction records. The task is: describe an organic reaction: reactants, conditions, products, and yield Starting materials: ClC=1C=C(CN2C(=CC=3C(CCCC23)=O)C(=O)OCC2=CC=CC=C2)C=CC1Cl (Benzyl 1-(3,4-dichlorobenzyl)-4-oxo-4,5,6,7-tetrahydroindole-2-carboxylate), C(C1=CC=CC=C1)O (benzyl alcohol), [H-].[Na+] (sodium hydride), C(=O)OCC1=CC=CC=C1 (benzyl formate), [H][H] (hydrogen), Cl (HCl). Solvent: C1CCOC1 (THF), C1CCOC1 (THF). Conditions: time 2 hour. Product: ClC=1C=C(CN2C(=CC=3C(C(CCC23)C=O)=O)C(=O)OCC2=CC=CC=C2)C=CC1Cl (Benzyl 1-(3,4-dichlorobenzyl)-5-formyl-4-oxo-4,5,6,7-tetrahydroindole-2-carboxylate). Isolated yield 84.3%. As a reaction SMILES: [CH2:1]([OH:8])C1C=CC=CC=1.[H-].[Na+].[H][H].[Cl:13][C:14]1[CH:15]=[C:16]([CH:38]=[CH:39][C:40]=1[Cl:41])[CH2:17][N:18]1[C:26]2[CH2:25][CH2:24][CH2:23][C:22](=[O:27])[C:21]=2[CH:20]=[C:19]1[C:28]([O:30][CH2:31][C:32]1[CH:37]=[CH:36][CH:35]=[CH:34][CH:33]=1)=[O:29].C(OCC1C=CC=CC=1)=O.Cl>C1COCC1>[Cl:13][C:14]1[CH:15]=[C:16]([CH:38]=[CH:39][C:40]=1[Cl:41])[CH2:17][N:18]1[C:26]2[CH2:25][CH2:24][CH:23]([CH:1]=[O:8])[C:22](=[O:27])[C:21]=2[CH:20]=[C:19]1[C:28]([O:30][CH2:31][C:32]1[CH:37]=[CH:36][CH:35]=[CH:34][CH:33]=1)=[O:29] |f:1.2|. Procedure: To benzyl alcohol (1.29 g) in dry THF (20 mL) was added sodium hydride (0.48 g) and the reaction was allowed to stir until evolution of hydrogen ceased. Benzyl 1-(3,4-dichlorobenzyl)-4-oxo-4,5,6,7-tetrahydroindole-2-carboxylate (1.28 g) in THF was added, followed by benzyl formate (1.62 g), and the reaction was stirred for a further 2 hours. Upon completion, the reaction was poured into 2M HCl and extracted with ethyl acetate (2×100 mL). The organic layer was dried (MgSO4) and concentrated in va... Starting materials: C(C)(C)C(C(=O)O)CCCCCC1=CC=C(C=C1)[N+](=O)[O-] (2-isopropyl-7-(p-nitrophenyl)heptanoic acid), C(C(=O)Cl)(=O)Cl (Oxalyl chloride). Reaction conditions: time 10 minute. Product: C(C)(C)C(C(=O)N1[C@H](CO)CCC1)CCCCCC1=CC=C(C=C1)[N+](=O)[O-] (N-[2-isopropyl-7-(p-nitrophenyl)heptanoyl]-L-prolinol). RXN SMILES: [CH:1]([CH:4]([CH2:8][CH2:9][CH2:10][CH2:11][CH2:12][C:13]1[CH:18]=[CH:17][C:16]([N+:19]([O-:21])=[O:20])=[CH:15][CH:14]=1)[C:5]([OH:7])=O)([CH3:3])[CH3:2].[C:22](Cl)(=[O:26])[C:23](Cl)=O>>[CH:1]([CH:4]([CH2:8][CH2:9][CH2:10][CH2:11][CH2:12][C:13]1[CH:18]=[CH:17][C:16]([N+:19]([O-:21])=[O:20])=[CH:15][CH:14]=1)[C:5]([N:19]1[CH2:16][CH2:15][CH2:14][C@H:23]1[CH2:22][OH:26])=[O:7])([CH3:2])[CH3:3]. Procedure: Oxalyl chloride (10 ml) was added to 2-isopropyl-7-(p-nitrophenyl)heptanoic acid (200 mg; prepared in reference example 6). The solution was stirred for 10 mins, and concentrated to dryness. Methylene chloride (10 ml) was added to this residue followed by the addition of 2-hydroxymethylpyrrolidine (0.087 ml). The solution was cooled with ice. Triethylamine (0.143 ml) was added to this reaction solution. The solution was stirred for 30 mins. Subsequently, the reaction solution was evaporated. The... Reported procedure: A mixture containing 3.48 g of 3-(3-tetrahydropyr-2-yloxyprop-1-en-1-yl)-4-hydroxy-6-pivaloylaminopyrrolo[2,3-d]pyrimidine, 3.12g (1.2 equiv.) of diethyl N-(4-iodobenzoyl)glutamate, 546 mg (20%) of tris-(2-methylphenyl)phosphine, 201 mg (10%) of palladium acetate and 85.5 mg (5%) of cuprous iodide in 15 ml of triethylamine and 240 ml of acetonitrile is heated at reflux under nitrogen. After 12 hours., 1.17 g of diethyl N-(4-iodobenzoyl)glutamate are added and the reaction mixture is heated at re... As a reaction SMILES: [O:1]1[CH2:6][CH2:5][CH2:4][CH2:3][CH:2]1[O:7][CH2:8][CH:9]=[CH:10][N:11]1[C:16]([OH:17])=[C:15]2[CH:18]=[C:19]([NH:21][C:22](=[O:27])[C:23]([CH3:26])([CH3:25])[CH3:24])[N:20]=[C:14]2[N:13]=[CH:12]1.I[C:29]1[CH:50]=[CH:49][C:32]([C:33]([NH:35][C@H:36]([C:44]([O:46][CH2:47][CH3:48])=[O:45])[CH2:37][CH2:38][C:39]([O:41][CH2:42][CH3:43])=[O:40])=[O:34])=[CH:31][CH:30]=1.CC1C=CC=CC=1P(C1C=CC=CC=1C)C1C=CC=CC=1C>C(N(CC)CC)C.C(#N)C.C([O-])(=O)C.[Pd+2].C([O-])(=O)C>[O:1]1[CH2:6][CH2:5][CH2:4][CH2:3][CH:2]1[O:7][CH2:8][C:9]([C:29]1[CH:50]=[CH:49][C:32]([C:33]([NH:35][C@H:36]([C:44]([O:46][CH2:47][CH3:48])=[O:45])[CH2:37][CH2:38][C:39]([O:41][CH2:42][CH3:43])=[O:40])=[O:34])=[CH:31][CH:30]=1)=[CH:10][N:11]1[C:16]([OH:17])=[C:15]2[CH:18]=[C:19]([NH:21][C:22](=[O:27])[C:23]([CH3:24])([CH3:26])[CH3:25])[N:20]=[C:14]2[N:13]=[CH:12]1 |f:5.6.7|. Reaction conditions: time 12 hour. The reagents and catalysts are C(C)(=O)[O-].[Pd+2].C(C)(=O)[O-] (palladium acetate). The solvent is C(C)N(CC)CC (triethylamine), C(C)#N (acetonitrile). The reactants are IC1=CC=C(C(=O)N[C@@H](CCC(=O)OCC)C(=O)OCC)C=C1 (diethyl N-(4-iodobenzoyl)glutamate), O1C(CCCC1)OCC=CN1C=NC=2C(=C1O)C=C(N2)NC(C(C)(C)C)=O (3-(3-tetrahydropyr-2-yloxyprop-1-en-1-yl)-4-hydroxy-6-pivaloylaminopyrrolo[2,3-d]pyrimidine), IC1=CC=C(C(=O)N[C@@H](CCC(=O)OCC)C(=O)OCC)C=C1 (diethyl N-(4-iodobenzoyl)glutamate), CC1=C(C=CC=C1)P(C1=C(C=CC=C1)C)C1=C(C=CC=C1)C (tris-(2-methylphenyl)phosphine), cuprous iodide. The product is O1C(CCCC1)OCC(=CN1C=NC=2C(=C1O)C=C(N2)NC(C(C)(C)C)=O)C2=CC=C(C(=O)N[C@@H](CCC(=O)OCC)C(=O)OCC)C=C2 (diethyl N-[ 4-(1-(tetrahydropyr-2-yloxy)-3-(4-hydroxy-6 -pivaloylaminopyrrolo[2,3-d]pyrimidin-3-yl)prop-2-en-2yl)benzoyl]glutamate). Yields the product CCSc1ccc(N)cn1. As a reaction SMILES: [CH2:1]([CH3:2])[S:3][c:4]1[n:5][cH:6][c:7]([N+:10]([O-:11])=[O:12])[cH:8][cH:9]1.[CH3:17][CH2:18][OH:19].[Cl-:13].[Fe:16].[NH4+:14].[OH2:15]>>[CH2:1]([CH3:2])[S:3][c:4]1[n:5][cH:6][c:7]([NH2:10])[cH:8][cH:9]1. Reactants: CCSc1ccc([N+](=O)[O-])cn1, CCO, [Cl-], [Fe], [NH4+], O. Reactants: FC1=C(N)C(=CC(=C1)F)F (2,4,6-Trifluoroaniline), BrC1=C(C(=NN1C)C)C1=C(C=C(C=C1F)OC)F (5-Bromo-4-(2,6-difluoro-4-methoxyphenyl)-1,3-dimethyl-1H-pyrazole), C([O-])([O-])=O.[K+].[K+] (potassium carbonate), BrC1=C(C(=NN1C)C)C1=C(C=C(C=C1F)OC)F (5-Bromo-4-(2,6-difluoro-4-methoxyphenyl)-1,3-dimethyl-1H-pyrazole), C1(=CC=CC=C1)P(C1=CC=CC=2C(C3=CC=CC(=C3OC12)P(C1=CC=CC=C1)C1=CC=CC=C1)(C)C)C1=CC=CC=C1 (4,5-bis(diphenylphosphino)-9,9-dimethylxanthene). Reagents/catalysts: C(C)(=O)[O-].[Pd+2].C(C)(=O)[O-] (palladium(II) acetate). The solvent is O1CCOCC1 (1,4-dioxane). Product: FC1=C(C(=CC(=C1)OC)F)C=1C(=NN(C1NC1=C(C=C(C=C1F)F)F)C)C (4-(2,6-Difluoro-4-methoxyphenyl)-1,3-dimethyl-N-(2,4,6-trifluorophenyl)-1H-pyrazol-5-amine). As a reaction SMILES: Br[C:2]1[N:6]([CH3:7])[N:5]=[C:4]([CH3:8])[C:3]=1[C:9]1[C:14]([F:15])=[CH:13][C:12]([O:16][CH3:17])=[CH:11][C:10]=1[F:18].C1(P(C2C=CC=CC=2)C2C3OC4C(=CC=CC=4P(C4C=CC=CC=4)C4C=CC=CC=4)C(C)(C)C=3C=CC=2)C=CC=CC=1.C(=O)([O-])[O-].[K+].[K+].[F:67][C:68]1[CH:74]=[C:73]([F:75])[CH:72]=[C:71]([F:76])[C:69]=1[NH2:70]>O1CCOCC1.C([O-])(=O)C.[Pd+2].C([O-])(=O)C>[F:18][C:10]1[CH:11]=[C:12]([O:16][CH3:17])[CH:13]=[C:14]([F:15])[C:9]=1[C:3]1[C:4]([CH3:8])=[N:5][N:6]([CH3:7])[C:2]=1[NH:70][C:69]1[C:68]([F:67])=[CH:74][C:73]([F:75])=[CH:72][C:71]=1[F:76] |f:2.3.4,7.8.9|. Procedure: 5-Bromo-4-(2,6-difluoro-4-methoxyphenyl)-1,3-dimethyl-1H-pyrazole (i.e. the product of Step D) (0.30 g, 0.94 mmol), palladium(II) acetate (20 mg, 0.090 mmol), 4,5-bis(diphenylphosphino)-9,9-dimethylxanthene (0.11 g, 0.19 mmol) and powdered potassium carbonate (2.6 g, 19 mmol) were combined in anhydrous 1,4-dioxane (4 mL), and the resulting mixture was sparged with a subsurface stream of N2 gas for 10 min. 2,4,6-Trifluoroaniline (0.28 g, 1.9 mmol) was added in one portion, and the reaction mixtur... Starting materials: Cl(=O)(=O)(=O)[O-].COC1=CC=C(C=C1)N=NC1=[N+](C=CN1C)C (2-(4-methoxyphenylazo)-1,3-dimethyl-3H-imidazol-1-ium perchlorate), NC1=NNC=C1 (3-aminopyrazole). Solvent: CC(C)O (2-propanol). Run at time 3 hour. Product: Cl(=O)(=O)(=O)[O-].NC1=NN(C=C1)C1=CC=C(C=C1)N=NC1=[N+](C=CN1C)C (2-[4-(3-Aminopyrazol-1-yl)phenylazo)-1,3-dimethyl-3H-imidazol-1-ium perchlorate). RXN SMILES: [Cl:1]([O-:5])(=[O:4])(=[O:3])=[O:2].CO[C:8]1[CH:13]=[CH:12][C:11]([N:14]=[N:15][C:16]2[N:20]([CH3:21])[CH:19]=[CH:18][N+:17]=2[CH3:22])=[CH:10][CH:9]=1.[NH2:23][C:24]1[CH:28]=[CH:27][NH:26][N:25]=1>CC(O)C>[Cl:1]([O-:5])(=[O:4])(=[O:3])=[O:2].[NH2:23][C:24]1[CH:28]=[CH:27][N:26]([C:8]2[CH:13]=[CH:12][C:11]([N:14]=[N:15][C:16]3[N:20]([CH3:21])[CH:19]=[CH:18][N+:17]=3[CH3:22])=[CH:10][CH:9]=2)[N:25]=1 |f:0.1,4.5|. Reported procedure: 2.5 g (7.6 mmol) of 2-(4-methoxyphenylazo)-1,3-dimethyl-3H-imidazol-1-ium perchlorate and 50 ml of 2-propanol are charged to a fully equipped round-bottomed flask. The mixture is brought to 60° C. 1.3 g (15.5 mmol) of 3-aminopyrazole are added. This mixture is brought, with stirring, to the reflux temperature of the solvent for 3 hours. The reactants are CCOC(=O)C(CC)c1cccc(OCc2c(C)cccc2C)c1, CCO, Cl, [Na+], [OH-]. As a reaction SMILES: [CH3:1][c:2]1[c:3]([CH2:4][O:5][c:6]2[cH:7][c:8]([CH:12]([C:13](=[O:14])[O:15][CH2:16][CH3:17])[CH2:18][CH3:19])[cH:9][cH:10][cH:11]2)[c:20]([CH3:24])[cH:21][cH:22][cH:23]1.[CH3:28][CH2:29][OH:30].[ClH:27].[Na+:26].[OH-:25]>>[CH3:1][c:2]1[c:3]([CH2:4][O:5][c:6]2[cH:7][c:8]([CH:12]([C:13](=[O:14])[OH:15])[CH2:18][CH3:19])[cH:9][cH:10][cH:11]2)[c:20]([CH3:24])[cH:21][cH:22][cH:23]1. The product is CCC(C(=O)O)c1cccc(OCc2c(C)cccc2C)c1.